Dataset: the Open Reaction Database (ORD), a public repository of structured organic reaction records. Task: describe an organic reaction: reactants, conditions, products, and yield The reactants are BrC1=CC2=C(N=C(S2)OC2CCNCC2)C=C1 (6-bromo-2-(piperidin-4-yloxy)benzo[d]thiazole), CC1(OB(OC1(C)C)C1=CCN(CC1)C(=O)OC(C)(C)C)C (tert-butyl 4-(4,4,5,5-tetramethyl-1,3,2-dioxaborolan-2-yl)-5,6-dihydropyridine-1(2H)-carboxylate), C([O-])([O-])=O.[K+].[K+] (potassium carbonate). The reagents and catalysts are C=1C=CC(=CC1)[P](C=2C=CC=CC2)(C=3C=CC=CC3)[Pd]([P](C=4C=CC=CC4)(C=5C=CC=CC5)C=6C=CC=CC6)([P](C=7C=CC=CC7)(C=8C=CC=CC8)C=9C=CC=CC9)[P](C=1C=CC=CC1)(C=1C=CC=CC1)C=1C=CC=CC1 (Pd(Ph3P)4). Run in O1CCOCC1 (dioxane), O (water), O (water). Run at temperature 100 celsius, time 8 hour. Product: N1CCC(CC1)OC=1SC2=C(N1)C=CC(=C2)C2=CCN(CC2)C(=O)OC(C)(C)C (tert-butyl 4-(2-(piperidin-4-yloxy)benzo[d]thiazol-6-yl)-5,6-dihydropyridine-1(2H)-carboxylate). The yield is 87.1%. As a reaction SMILES: Br[C:2]1[CH:17]=[CH:16][C:5]2[N:6]=[C:7]([O:9][CH:10]3[CH2:15][CH2:14][NH:13][CH2:12][CH2:11]3)[S:8][C:4]=2[CH:3]=1.CC1(C)C(C)(C)OB([C:26]2[CH2:31][CH2:30][N:29]([C:32]([O:34][C:35]([CH3:38])([CH3:37])[CH3:36])=[O:33])[CH2:28][CH:27]=2)O1.C(=O)([O-])[O-].[K+].[K+]>O1CCOCC1.O.C1C=CC([P]([Pd]([P](C2C=CC=CC=2)(C2C=CC=CC=2)C2C=CC=CC=2)([P](C2C=CC=CC=2)(C2C=CC=CC=2)C2C=CC=CC=2)[P](C2C=CC=CC=2)(C2C=CC=CC=2)C2C=CC=CC=2)(C2C=CC=CC=2)C2C=CC=CC=2)=CC=1>[NH:13]1[CH2:14][CH2:15][CH:10]([O:9][C:7]2[S:8][C:4]3[CH:3]=[C:2]([C:26]4[CH2:31][CH2:30][N:29]([C:32]([O:34][C:35]([CH3:38])([CH3:37])[CH3:36])=[O:33])[CH2:28][CH:27]=4)[CH:17]=[CH:16][C:5]=3[N:6]=2)[CH2:11][CH2:12]1 |f:2.3.4,^1:56,58,77,96|. Reported procedure: To a degassed solution of 6-bromo-2-(piperidin-4-yloxy)benzo[d]thiazole (800 mg, 2.55 mmol), tert-butyl 4-(4,4,5,5-tetramethyl-1,3,2-dioxaborolan-2-yl)-5,6-dihydropyridine-1(2H)-carboxylate (1.185 g, 3.83 mmol) and potassium carbonate (1.412 g, 10.22 mmol) in dioxane (21 mL) and water (7 mL) was added Pd(Ph3P)4 (148 mg, 0.128 mmol). The reaction mixture was stirred at 100° C. overnight. The mixture was cooled to rt, diluted with water (60 mL), and extracted with CH2Cl2 (3×30 mL). The combined or...